This data is from the Open Reaction Database (ORD), a public repository of structured organic reaction records. The task is: describe an organic reaction: reactants, conditions, products, and yield The reactants are C(C)(=O)C1=C(C(=C(OCCCCCOC=2C(C=C(OC2)C(=O)OC)=O)C=C1)CCC)O (methyl 5-[5-(4-acetyl-3-hydroxy-2-propylphenoxy)pentoxy]-4-oxo-4H-pyran-2-carboxylate). Reagents/catalysts: [Pd] (palladium on carbon), [H][H] (hydrogen). Solvent: C(C)O (ethanol). The product is C(C)(=O)C1=C(C(=C(OCCCCCOC2C(CC(OC2)C(=O)OC)O)C=C1)CCC)O (methyl 5-[5-(4-acetyl-3-hydroxy-2-propylphenoxy)pentoxy]tetrahydro-4-hydroxy-2H-pyran-2-carboxylate). Isolated yield 16.9%. As a reaction SMILES: [C:1]([C:4]1[CH:27]=[CH:26][C:7]([O:8][CH2:9][CH2:10][CH2:11][CH2:12][CH2:13][O:14][C:15]2[C:16](=[O:25])[CH:17]=[C:18]([C:21]([O:23][CH3:24])=[O:22])[O:19][CH:20]=2)=[C:6]([CH2:28][CH2:29][CH3:30])[C:5]=1[OH:31])(=[O:3])[CH3:2]>C(O)C.[H][H].[Pd]>[C:1]([C:4]1[CH:27]=[CH:26][C:7]([O:8][CH2:9][CH2:10][CH2:11][CH2:12][CH2:13][O:14][CH:15]2[CH2:20][O:19][CH:18]([C:21]([O:23][CH3:24])=[O:22])[CH2:17][CH:16]2[OH:25])=[C:6]([CH2:28][CH2:29][CH3:30])[C:5]=1[OH:31])(=[O:3])[CH3:2]. Procedure details: The title product of Example 2 (840 mg, 1.96 mmole) was dissolved in 110 ml ethanol, and then hydrogenated at room temperature using 2 psi of hydrogen and 5% palladium on carbon as catalyst. Insolubles were removed by filtration and the filtrate was concentrated in vacuo, and the incompletely reduced residue (as determined by nmr in (CD3)2SO) was again hydrogenated. Purification by high performance chromatography on silica gel (using 30% by volume acetone-hexane) afforded 145 mg of the title com... Reactants: [BH4-].[Na+] (Sodium borohydride), Cl (Hydrochloric acid), C(C1=CC=CC=C1)OC1CC(C(CC1)=O)F (4-(Benzyloxy)-2-fluorocyclohexanone). Solvent: CO (methanol), CO (methanol). Product: C(C1=CC=CC=C1)OC1CC(C(CC1)O)F (4-(Benzyloxy)-2-fluorocyclohexanol). Yield: 92.7%. RXN SMILES: [CH2:1]([O:8][CH:9]1[CH2:14][CH2:13][C:12](=[O:15])[CH:11]([F:16])[CH2:10]1)[C:2]1[CH:7]=[CH:6][CH:5]=[CH:4][CH:3]=1.[BH4-].[Na+].Cl>CO>[CH2:1]([O:8][CH:9]1[CH2:14][CH2:13][CH:12]([OH:15])[CH:11]([F:16])[CH2:10]1)[C:2]1[CH:3]=[CH:4][CH:5]=[CH:6][CH:7]=1 |f:1.2|. Procedure: A methanol (200 mL) solution of 4-(Benzyloxy)-2-fluorocyclohexanone (6.46 g, 29.1 mmol) was cooled in and ice bath under nitrogen. Sodium borohydride (1.66 g, 43.6 mmol) was added and the reaction aged 0.5 h. Hydrochloric acid (1 N) was slowly added after which methanol was removed under reduced pressure. Water was added and the resulting mixture was extracted with ethyl acetate (4×) and the combined organic extracts were washed with brine, dried with anhydrous magnesium sulfate, filtered and co... Starting materials: CCOC(=O)c1cc2c(OCc3ccccc3)cccc2n1C(=O)OC(C)(C)C, CCO, [NH4+]. Product: CCOC(=O)c1cc2c(O)cccc2n1C(=O)OC(C)(C)C. RXN SMILES: [CH3:1][CH2:2][O:3][C:4](=[O:5])[c:6]1[n:7]([C:23](=[O:24])[O:25][C:26]([CH3:27])([CH3:28])[CH3:29])[c:8]2[cH:9][cH:10][cH:11][c:12]([O:15][CH2:16][c:17]3[cH:18][cH:19][cH:20][cH:21][cH:22]3)[c:13]2[cH:14]1.[CH3:31][CH2:32][OH:33].[NH4+:30]>>[CH3:1][CH2:2][O:3][C:4](=[O:5])[c:6]1[n:7]([C:23](=[O:24])[O:25][C:26]([CH3:27])([CH3:28])[CH3:29])[c:8]2[cH:9][cH:10][cH:11][c:12]([OH:15])[c:13]2[cH:14]1. Reactants: FC(F)(F)c1ccc(CBr)o1, Cc1noc2cc3c(cc12)C1(CO3)C(=O)Nc2ccccc21, ClCc1ncccn1, O=C1Nc2ccccc2C12COc1cc3c(cc12)CCO3. As a reaction SMILES: [Br:52][CH2:53][c:54]1[o:55][c:56]([C:57]([F:58])([F:59])[F:60])[cH:61][cH:62]1.[CH3:22][c:23]1[c:24]2[cH:25][c:26]3[c:39]([cH:40][c:41]2[o:42][n:43]1)[O:38][CH2:37][C:27]31[c:28]2[c:29]([cH:30][cH:31][cH:32][cH:33]2)[NH:34][C:35]1=[O:36].[Cl:44][CH2:45][c:46]1[n:47][cH:48][cH:49][cH:50][n:51]1.[NH:1]1[C:2](=[O:21])[C:3]2([c:4]3[c:5]([cH:8][c:9]4[c:13]([cH:14]3)[CH2:12][CH2:11][O:10]4)[O:6][CH2:7]2)[c:15]2[cH:16][cH:17][cH:18][cH:19][c:20]21>>[N:1]1([CH2:45][c:46]2[n:47][cH:48][cH:49][cH:50][n:51]2)[C:2](=[O:21])[C:3]2([c:4]3[c:5]([cH:8][c:9]4[c:13]([cH:14]3)[CH2:12][CH2:11][O:10]4)[O:6][CH2:7]2)[c:15]2[cH:16][cH:17][cH:18][cH:19][c:20]21. The product is O=C1N(Cc2ncccn2)c2ccccc2C12COc1cc3c(cc12)CCO3.